From a dataset of the Open Reaction Database (ORD), a public repository of structured organic reaction records. describe an organic reaction: reactants, conditions, products, and yield Starting materials: COC(C(CNC(=O)C=1N=C(C2=CC=C(C=C2C1O)OC1=CC=CC=C1)C#N)(C)C)=O (3-[(1-cyano-4-hydroxy-6-phenoxy-isoquinoline-3-carbonyl)-amino]-2,2-dimethyl-propionic acid methyl ester), [OH-].[Na+] (NaOH), Cl (HCl). Solvent: CO (MeOH). Run at time 3 hour. Yields the product C(#N)C1=NC(=C(C2=CC(=CC=C12)OC1=CC=CC=C1)O)C(=O)NCC(C(=O)O)(C)C (3[(1-Cyano-4-hydroxy-6-phenoxy-isoquinoline-3-carbonyl)-amino]-2,2-dimethyl-propionic acid). Yield: 54.2%. Reaction SMILES: C[O:2][C:3](=[O:31])[C:4]([CH3:30])([CH3:29])[CH2:5][NH:6][C:7]([C:9]1[N:10]=[C:11]([C:27]#[N:28])[C:12]2[C:17]([C:18]=1[OH:19])=[CH:16][C:15]([O:20][C:21]1[CH:26]=[CH:25][CH:24]=[CH:23][CH:22]=1)=[CH:14][CH:13]=2)=[O:8].[OH-].[Na+].Cl>CO>[C:27]([C:11]1[C:12]2[C:17](=[CH:16][C:15]([O:20][C:21]3[CH:22]=[CH:23][CH:24]=[CH:25][CH:26]=3)=[CH:14][CH:13]=2)[C:18]([OH:19])=[C:9]([C:7]([NH:6][CH2:5][C:4]([CH3:30])([CH3:29])[C:3]([OH:31])=[O:2])=[O:8])[N:10]=1)#[N:28] |f:1.2|. Reported procedure: A mixture of 3-[(1-cyano-4-hydroxy-6-phenoxy-isoquinoline-3-carbonyl)-amino]-2,2-dimethyl-propionic acid methyl ester (38 mg, 0.091 mmol), 2 M NaOH (2 mL) and MeOH (2 mL) was stirred at r.t. for 3 h. 1 M HCl was added until pH was ˜2, and the resulting suspension was extracted with EtOAc. The organic layer was dried over MgSO4 and concentrated. The crude product was purified by column chromatography (0-25% EtOAc/hexanes+2% AcOH) to give 20 mg of the title compound. MS: (−) m/z 404.11 (M−1). Starting materials: CC1=C(C(=C(C(=C1)C)C)OC)SC1=NNC=N1 (3-(2,4,5-Trimethyl-6-methoxyphenylthio)-1,2,4-triazole), C(C)N(C(=O)Cl)CC (diethyl carbamoyl chloride). The solvent is N1=CC=CC=C1 (pyridine). Run at time 1 hour. Product: crude product, C(C)N(C(=O)N1N=C(N=C1)SC1=C(C=C(C(=C1OC)C)C)C)CC (1-(diethylcarbamoyl)-3-(2,4,5-trimethyl-6-methoxyphenylthio)-1,2,4-triazole). RXN SMILES: [CH3:1][C:2]1[CH:7]=[C:6]([CH3:8])[C:5]([CH3:9])=[C:4]([O:10][CH3:11])[C:3]=1[S:12][C:13]1[N:17]=[CH:16][NH:15][N:14]=1.[CH2:18]([N:20]([CH2:24][CH3:25])[C:21](Cl)=[O:22])[CH3:19]>N1C=CC=CC=1>[CH2:18]([N:20]([CH2:24][CH3:25])[C:21]([N:15]1[CH:16]=[N:17][C:13]([S:12][C:3]2[C:4]([O:10][CH3:11])=[C:5]([CH3:9])[C:6]([CH3:8])=[CH:7][C:2]=2[CH3:1])=[N:14]1)=[O:22])[CH3:19]. Procedure details: 3-(2,4,5-Trimethyl-6-methoxyphenylthio)-1,2,4-triazole (2.5 g) is dissolved in pyridine (60 ml) and diethyl carbamoyl chloride (1.4 g) is added dropwise to the solution. The mixture is stirred at room temperature for 1 h, then at 70° C. for 2 h. After distilling off pyridine, the residue is extracted with chloroform and dried with magnesium sulfate to obtain a crude product of 1-(diethylcarbamoyl)-3-(2,4,5-trimethyl-6-methoxyphenylthio)-1,2,4-triazole. This crude product is cooled to 0° C. and m... Reactants: CC(CCCCCC)O (2-octanol), C(C)(C)N(CC)C(C)C (diisopropylethylamine), CS(=O)(=O)Cl (methanesulfonyl chloride). Run in ClCCl (dichloromethane). Conditions: temperature 0 celsius, time 1.5 hour. Product: S(=O)(=O)(C)OC(C)CCCCCC (2-Mesyloxyoctane). The yield is 100.3%. Reaction SMILES: [CH3:1][CH:2]([OH:9])[CH2:3][CH2:4][CH2:5][CH2:6][CH2:7][CH3:8].C(N(C(C)C)CC)(C)C.[CH3:19][S:20](Cl)(=[O:22])=[O:21]>ClCCl>[S:20]([O:9][CH:2]([CH2:3][CH2:4][CH2:5][CH2:6][CH2:7][CH3:8])[CH3:1])([CH3:19])(=[O:22])=[O:21]. Procedure details: To 130 g (0.995 mol) of 2-octanol and 207 ml (1.19 mol, 1.2 equiv) of diisopropylethylamine in 1.5 L dichloromethane at 0° C. under a CaSO4 drying tube was added dropwise 84.4 ml (1.09 mol, 1.1 equiv.) of methanesulfonyl chloride over 1 hour while keeping the internal temperature at less than 5° C. The faintly yellow solution was stirred at 0° C. for an additional 1.5 h. The cold reaction solution was then washed with 2×1 L ice-cold 1M HCl and 1 L of ice-cold H2O and brine and dried over MgSO4. ... The yield is 90.5%. RXN SMILES: [OH:1][CH2:2][CH2:3][NH:4][C:5](=[O:28])[C:6]1[CH:11]=[CH:10][C:9]([O:12][CH2:13][C:14]2([OH:27])[CH2:19][CH2:18][N:17](CC3C=CC=CC=3)[CH2:16][CH2:15]2)=[CH:8][CH:7]=1.[H][H]>[Pd].CO>[OH:1][CH2:2][CH2:3][NH:4][C:5](=[O:28])[C:6]1[CH:7]=[CH:8][C:9]([O:12][CH2:13][C:14]2([OH:27])[CH2:19][CH2:18][NH:17][CH2:16][CH2:15]2)=[CH:10][CH:11]=1. Starting materials: [H][H] (hydrogen), 23, OCCNC(C1=CC=C(C=C1)OCC1(CCN(CC1)CC1=CC=CC=C1)O)=O (N-(2-hydroxyethyl)-4-[[4-hydroxy-1-(phenylmethyl)-4-piperidinyl]methoxy]benzamide). Reagents/catalysts: [Pd] (palladium-on-charcoal). The solvent is CO (methanol). Reported procedure: A mixture of 23 parts of N-(2-hydroxyethyl)-4-[[4-hydroxy-1-(phenylmethyl)-4-piperidinyl]methoxy]benzamide and 200 parts of methanol was hydrogenated at normal pressure and at 50° C. with 2 parts of palladium-on-charcoal catalyst 10%. After the calculated amount of hydrogen was taken up, the catalyst was filtered off and the filtrate was evaporated, yielding 16 parts (90.5%) of N-(2-hydroxyethyl)-4-[(4-hydroxy-4-piperidinyl) methoxy]benzamide as an oily residue (int. 81). Product: 16, OCCNC(C1=CC=C(C=C1)OCC1(CCNCC1)O)=O (N-(2-hydroxyethyl)-4-[(4-hydroxy-4-piperidinyl) methoxy]benzamide).